This data is from the Open Reaction Database (ORD), a public repository of structured organic reaction records. The task is: describe an organic reaction: reactants, conditions, products, and yield Reactants: C1(=CC=C(C=C1)S(=O)(=O)N1C=C(C=2C1=NC=CC2)B2OC(C(O2)(C)C)(C)C)C (1-(p-tolylsulfonyl)-3-(4,4,5,5-tetramethyl-1,3,2-dioxaborolan-2-yl)pyrrolo[2,3-b]pyridine), ClC1=NC=CC(=N1)NC(C(=O)OC)(CC)C (methyl 2-((2-chloropyrimidin-4-yl)amino)-2-methylbutanoate), C([O-])([O-])=O.[Na+].[Na+] (sodium carbonate). Run in COCCOC (DME). Conditions: temperature 90 celsius. Product: CC(C(=O)OC)(CC)NC1=NC(=NC=C1)C1=CN(C2=NC=CC=C21)S(=O)(=O)C2=CC=C(C)C=C2 (Methyl 2-methyl-2-((2-(1-tosyl-1H-pyrrolo[2,3-b]pyridin-3-yl)pyrimidin-4-yl)amino)butanoate). Isolated yield 161.8%. As a reaction SMILES: [C:1]1([CH3:28])[CH:6]=[CH:5][C:4]([S:7]([N:10]2[C:14]3=[N:15][CH:16]=[CH:17][CH:18]=[C:13]3[C:12](B3OC(C)(C)C(C)(C)O3)=[CH:11]2)(=[O:9])=[O:8])=[CH:3][CH:2]=1.Cl[C:30]1[N:35]=[C:34]([NH:36][C:37]([CH3:44])([CH2:42][CH3:43])[C:38]([O:40][CH3:41])=[O:39])[CH:33]=[CH:32][N:31]=1.C(=O)([O-])[O-].[Na+].[Na+]>COCCOC>[CH3:44][C:37]([NH:36][C:34]1[CH:33]=[CH:32][N:31]=[C:30]([C:12]2[C:13]3[C:14](=[N:15][CH:16]=[CH:17][CH:18]=3)[N:10]([S:7]([C:4]3[CH:5]=[CH:6][C:1]([CH3:28])=[CH:2][CH:3]=3)(=[O:9])=[O:8])[CH:11]=2)[N:35]=1)([CH2:42][CH3:43])[C:38]([O:40][CH3:41])=[O:39] |f:2.3.4|. Reported procedure: A 500 mL pressure vessel was charged with 80 mL DME, 1-(p-tolylsulfonyl)-3-(4,4,5,5-tetramethyl-1,3,2-dioxaborolan-2-yl)pyrrolo[2,3-b]pyridine (4.4 g, 11.05 mmol), methyl 2-((2-chloropyrimidin-4-yl)amino)-2-methylbutanoate, (2.44 g, 10.05 mmol), sodium carbonate (10 mL of 2M aq solution, 20 mmol) and degassed the mixture with a nitrogen stream for 30 min. Then, Pd(dppf)Cl2 was added, the flask sealed and heated to 90° C. for 15 hours. The mixture was cooled and filtered through Florisil. Evapora... Starting materials: ClC1=NC(=CC(=N1)Cl)C (2,4-dichloro-6-methylpyrimidine), C[Si](CCOCN1N=C(C=C1)N)(C)C (1((2-(trimethylsilyl)ethoxy)methyl)-1H-pyrazol-3-amine), CC1(C2=CC=CC(=C2OC=2C(=CC=CC12)P(C1=CC=CC=C1)C1=CC=CC=C1)P(C1=CC=CC=C1)C1=CC=CC=C1)C (9,9-dimethyl-4,5-bis(diphenylphosphino)xanthene), P(=O)([O-])([O-])[O-].[K+].[K+].[K+] (potassium phosphate). Solvent: O1CCOCC1 (1,4-dioxane), C(C)(=O)OCC (ethyl acetate). Reaction conditions: temperature 80 celsius, time 8 hour. Product: ClC1=NC(=CC(=N1)NC1=NN(C=C1)COCC[Si](C)(C)C)C (2-chloro-6-methyl-N-(1-((2-(trimethylsilyl)ethoxy)methyl)-1H-pyrazol-3-yl)pyrimidin-4-amine). RXN SMILES: [Cl:1][C:2]1[N:7]=[C:6](Cl)[CH:5]=[C:4]([CH3:9])[N:3]=1.[CH3:10][Si:11]([CH3:23])([CH3:22])[CH2:12][CH2:13][O:14][CH2:15][N:16]1[CH:20]=[CH:19][C:18]([NH2:21])=[N:17]1.CC1(C)C2C=CC=C(P(C3C=CC=CC=3)C3C=CC=CC=3)C=2OC2C1=CC=CC=2P(C1C=CC=CC=1)C1C=CC=CC=1.P([O-])([O-])([O-])=O.[K+].[K+].[K+]>C(OCC)(=O)C.O1CCOCC1>[Cl:1][C:2]1[N:7]=[C:6]([NH:21][C:18]2[CH:19]=[CH:20][N:16]([CH2:15][O:14][CH2:13][CH2:12][Si:11]([CH3:23])([CH3:22])[CH3:10])[N:17]=2)[CH:5]=[C:4]([CH3:9])[N:3]=1 |f:3.4.5.6|. Procedure details: A mixture of 405.9 mg of 2,4-dichloro-6-methylpyrimidine, 585.5 mg of 1-((2-(trimethylsilyl)ethoxy)methyl)-1H-pyrazol-3-amine (WO2006/046734, page 132, Reference 2), 231.9 mg of 9,9-dimethyl-4,5-bis(diphenylphosphino)xanthene, 208.6 mg of tris(dibenzylideneacetone)dipalladium(0)-chloroform complex, 751.2 mg of potassium phosphate and 20 ml of 1,4-dioxane was stirred at 80° C. overnight, followed by cooling to room temperature. The reaction mixture was diluted with ethyl acetate. An insoluble mat... The reactants are C(C1=CC=CC=C1)(C1=CC=CC=C1)(C1=CC=CC=C1)NC=1SC=C(N1)/C(/C(=O)NC1[C@@H]2N(C(=C(CS2)CCl)C(=O)OCC2=CC=C(C=C2)OC)C1=O)=N/O[C@@H](C)C(=O)OC(C1=CC=CC=C1)C1=CC=CC=C1 (p-methoxybenzyl 7-[(Z)-2-(2-tritylaminothiazol-4-yl)-2-{(S)-1-diphenylmethoxycarbonylethoxyimino}acetamido]-3-chloromethyl-3-cephem-4-carboxylate), SC=1SC=2C(=NC=CC2)N1 (2-mercaptothiazolo[4,5-b]pyridine), SC=1SC2=C(C=NC=C2)N1 (2-mercaptothiazolo[4,5-c]pyridine). Product: C(C1=CC=CC=C1)(C1=CC=CC=C1)(C1=CC=CC=C1)NC=1SC=C(N1)/C(/C(=O)NC1[C@@H]2N(C(=C(CS2)CSC=2SC=3C(=NC=CC3)N2)C(=O)OCC2=CC=C(C=C2)OC)C1=O)=N/O[C@@H](C)C(=O)OC(C1=CC=CC=C1)C1=CC=CC=C1 (p-methoxybenzyl 7-[(Z)-2-(2-tritylaminothiazol-4-yl)-2-{(S)-1-diphenylmethoxycarbonylethoxyimino}acetamido]-3-(thiazolo[4,5-b]pyridin-2-yl)thiomethyl-3-cephem-4-carboxylate). Isolated yield 62.4%. Reaction SMILES: [C:1]([NH:20][C:21]1[S:22][CH:23]=[C:24](/[C:26](=[N:53]/[O:54][C@H:55]([C:57]([O:59][CH:60]([C:67]2[CH:72]=[CH:71][CH:70]=[CH:69][CH:68]=2)[C:61]2[CH:66]=[CH:65][CH:64]=[CH:63][CH:62]=2)=[O:58])[CH3:56])/[C:27]([NH:29][CH:30]2[C:51](=[O:52])[N:32]3[C:33]([C:39]([O:41][CH2:42][C:43]4[CH:48]=[CH:47][C:46]([O:49][CH3:50])=[CH:45][CH:44]=4)=[O:40])=[C:34]([CH2:37]Cl)[CH2:35][S:36][C@H:31]23)=[O:28])[N:25]=1)([C:14]1[CH:19]=[CH:18][CH:17]=[CH:16][CH:15]=1)([C:8]1[CH:13]=[CH:12][CH:11]=[CH:10][CH:9]=1)[C:2]1[CH:7]=[CH:6][CH:5]=[CH:4][CH:3]=1.[SH:73][C:74]1[S:75][C:76]2[C:77]([N:82]=1)=[N:78][CH:79]=[CH:80][CH:81]=2.SC1SC2C=CN=CC=2N=1>>[C:1]([NH:20][C:21]1[S:22][CH:23]=[C:24](/[C:26](=[N:53]/[O:54][C@H:55]([C:57]([O:59][CH:60]([C:67]2[CH:72]=[CH:71][CH:70]=[CH:69][CH:68]=2)[C:61]2[CH:66]=[CH:65][CH:64]=[CH:63][CH:62]=2)=[O:58])[CH3:56])/[C:27]([NH:29][CH:30]2[C:51](=[O:52])[N:32]3[C:33]([C:39]([O:41][CH2:42][C:43]4[CH:48]=[CH:47][C:46]([O:49][CH3:50])=[CH:45][CH:44]=4)=[O:40])=[C:34]([CH2:37][S:73][C:74]4[S:75][C:76]5[C:77]([N:82]=4)=[N:78][CH:79]=[CH:80][CH:81]=5)[CH2:35][S:36][C@H:31]23)=[O:28])[N:25]=1)([C:14]1[CH:19]=[CH:18][CH:17]=[CH:16][CH:15]=1)([C:8]1[CH:13]=[CH:12][CH:11]=[CH:10][CH:9]=1)[C:2]1[CH:7]=[CH:6][CH:5]=[CH:4][CH:3]=1. Procedure: Using 305 mg of p-methoxybenzyl 7-[(Z)-2-(2-tritylaminothiazol-4-yl)-2-{(S)-1-diphenylmethoxycarbonylethoxyimino}acetamido]-3-chloromethyl-3-cephem-4-carboxylate and 60 mg of 2-mercaptothiazolo[4,5-b]pyridine in place of p-methoxybenzyl 7-{(Z)-2-(2-tritylaminothiazol-4-yl)-2-methoxyiminoacetamido}-3-chloromethyl-3-cephem-4-carboxylate and 2-mercaptothiazolo[4,5-c]pyridine, respectively, the reaction and purification were carried out in the same manner as in Example 1(a) to obtain 215 mg of the t...